Dataset: the Open Reaction Database (ORD), a public repository of structured organic reaction records. Task: describe an organic reaction: reactants, conditions, products, and yield Reactants: CO, Cl, O=C(O)c1ccc2c(c1)CCCC2=O. The product is COC(=O)c1ccc2c(c1)CCCC2=O. Reaction SMILES: [CH3:15][OH:16].[ClH:17].[O:1]=[C:2]1[c:3]2[cH:4][cH:5][c:6]([C:12](=[O:13])[OH:14])[cH:7][c:8]2[CH2:9][CH2:10][CH2:11]1>>[O:1]=[C:2]1[c:3]2[cH:4][cH:5][c:6]([C:12](=[O:13])[O:14][CH3:15])[cH:7][c:8]2[CH2:9][CH2:10][CH2:11]1.